From a dataset of the Open Reaction Database (ORD), a public repository of structured organic reaction records. describe an organic reaction: reactants, conditions, products, and yield Product: FC=1C=C(C(=O)C(C(=O)O)C)C=CC1F (3,4-difluoro-benzoylpropionic acid). As a reaction SMILES: [F:1][C:2]1[CH:7]=[CH:6][CH:5]=[CH:4][C:3]=1[F:8].C1(=O)[O:14][C:12](=[O:13])[CH2:11][CH2:10]1.[Cl-].[Al+3].[Cl-].[Cl-].N1CC[O:23][CH2:22]C1>>[F:1][C:2]1[CH:7]=[C:6]([CH:5]=[CH:4][C:3]=1[F:8])[C:22]([CH:11]([CH3:10])[C:12]([OH:14])=[O:13])=[O:23] |f:2.3.4.5|. Procedure: 33 g of 3,4-difluoro-benzoylpropionic acid (obtained by Friedel-Crafts acylation of 1,2-difluorobenzene with succinic anhydride in the presence of aluminium chloride) together with 60 ml of morpholine are heated at 150° C. for 20 hours with stirring. The reaction mixture is cooled, dissolved in ethylacetate, and this solution is washed with 2 N hydrochloric acid and extracted with 5 N hydrochloric acid. The pH-value of the 5 N hydrochloric acid extracts is brought to 6 with concentrated sodium h... Reactants: FC1=C(C=CC=C1)F (1,2-difluorobenzene), C1(CCC(=O)O1)=O (succinic anhydride), [Cl-].[Al+3].[Cl-].[Cl-] (aluminium chloride), N1CCOCC1 (morpholine). Reactants: OCC[N+](C)(C)C (choline), C(C)O (ethanol), monomeric acid, CC(C)(C1=CC=C(C=C1)O)C2=CC=C(C=C2)O.C1C(O1)CCl (Araldite 6010). The product is C(C1CO1)OC1=CC=C(C=C1)C(C)(C)C1=CC=C(C=C1)OCC1CO1 (bisphenol-A diglycidyl ether). Reaction SMILES: [OH:1][CH2:2][CH2:3][N+](C)(C)C.[CH3:8][C:9]([C:18]1[CH:23]=[CH:22][C:21]([OH:24])=[CH:20][CH:19]=1)([C:11]1[CH:16]=[CH:15][C:14]([OH:17])=[CH:13][CH:12]=1)[CH3:10].[CH2:25]1[O:27][CH:26]1[CH2:28]Cl.[CH2:30](O)C>>[CH2:30]([O:24][C:21]1[CH:22]=[CH:23][C:18]([C:9]([C:11]2[CH:12]=[CH:13][C:14]([O:17][CH2:28][CH:26]3[O:27][CH2:25]3)=[CH:15][CH:16]=2)([CH3:8])[CH3:10])=[CH:19][CH:20]=1)[CH:3]1[O:1][CH2:2]1 |f:1.2|. Reported procedure: A solution of Joncryl 67 (V) was prepared in ethanol. To portions of this polymer solution (12.0 g, containing 21.4 mmole of carboxyl groups), a solution of choline (45% w/w in methanol; 0.59 g; 2.2 mmole) was added with thorough mixing. To each of these solutions, 2.2 mmole of a monomeric acid was introduced (Table 4, Examples 12-15), followed by Araldite 6010 (4.0 g; 21.4 mmole) with further mixing. A control, to which no monomeric acid was added, was included for comparison (Example 16). Yields the product CSc1ccc(C(C)=O)c(O)c1. Starting materials: BrB(Br)Br, COc1cc(SC)ccc1C(C)=O, ClCCl. RXN SMILES: [B:1]([Br:2])([Br:3])[Br:4].[CH3:5][O:6][c:7]1[c:8]([C:15]([CH3:16])=[O:17])[cH:9][cH:10][c:11]([S:13][CH3:14])[cH:12]1.[Cl:18][CH2:19][Cl:20]>>[OH:6][c:7]1[c:8]([C:15]([CH3:16])=[O:17])[cH:9][cH:10][c:11]([S:13][CH3:14])[cH:12]1. Reactants: N1CCCC1 (Pyrrolidine), C(C)(=O)Cl (acetyl chloride), C(C)C1CC(CCC1)=O (3-ethylcyclohexanone), C(C)NCC (diethylamine). The solvent is O (water), C1=CC=CC=C1 (benzene). Product: C(C)(=O)C1C(CC(CC1)CC)=O (2-acetyl-5-ethylcyclohexanone). Reaction SMILES: N1CCCC1.[CH2:6]([CH:8]1[CH2:13][CH2:12][CH2:11][C:10](=[O:14])[CH2:9]1)[CH3:7].C(NCC)C.[C:20](Cl)(=[O:22])[CH3:21]>O.C1C=CC=CC=1>[C:20]([CH:11]1[CH2:12][CH2:13][CH:8]([CH2:6][CH3:7])[CH2:9][C:10]1=[O:14])(=[O:22])[CH3:21]. Procedure: Pyrrolidine (71.0 g.) is added to a solution of 12.6 g. of 3-ethylcyclohexanone in 12.6 ml. of benzene and the mixture is refluxed for eight hours with azeotropic removal of water. The mixture is cooled (ice bath) and 10.1 g. of diethylamine followed by 10.0 g. of acetyl chloride are added dropwise. The resulting mixture is refluxed for two hours then cooled and quenched by addition of 15.0 ml. of concentrated hydrochloric acid. The reaction mixture is refluxed an additional 15 minutes, cooled a... RXN SMILES: [NH2:28][CH2:29][c:30]1[cH:31][cH:32][cH:33][cH:34][cH:35]1.[nH:1]1[n:2][cH:3][c:4]2[c:5](-[c:10]3[n:11][c:12]([N:22]4[CH2:23][CH2:24][O:25][CH2:26][CH2:27]4)[c:13]4[c:14]([n:15]3)[cH:16][c:17]([C:19](=[O:20])[OH:21])[s:18]4)[cH:6][cH:7][cH:8][c:9]12>>[nH:1]1[n:2][cH:3][c:4]2[c:5](-[c:10]3[n:11][c:12]([N:22]4[CH2:23][CH2:24][O:25][CH2:26][CH2:27]4)[c:13]4[c:14]([n:15]3)[cH:16][c:17]([C:19](=[O:20])[NH:28][CH2:29][c:30]3[cH:31][cH:32][cH:33][cH:34][cH:35]3)[s:18]4)[cH:6][cH:7][cH:8][c:9]12. The product is O=C(NCc1ccccc1)c1cc2nc(-c3cccc4[nH]ncc34)nc(N3CCOCC3)c2s1. The reactants are NCc1ccccc1, O=C(O)c1cc2nc(-c3cccc4[nH]ncc34)nc(N3CCOCC3)c2s1. Starting materials: [Al+3], CCOC(C)=O, COc1ccccc1, [Cl-], [Cl-], [Cl-], COc1ccc(CN2C(=O)C(Cc3ccccc3Cl)N=C(c3ccc(NC(C)=O)nc3)c3cc(Cl)ccc32)cc1. Yields the product CC(=O)Nc1ccc(C2=NC(Cc3ccccc3Cl)C(=O)Nc3ccc(Cl)cc32)cn1. RXN SMILES: [Al+3:42].[CH3:45][CH2:46][O:47][C:48](=[O:49])[CH3:50].[CH3:51][O:52][c:53]1[cH:54][cH:55][cH:56][cH:57][cH:58]1.[Cl-:41].[Cl-:43].[Cl-:44].[Cl:1][c:2]1[cH:3][c:4]2[c:5]([cH:39][cH:40]1)[N:6]([CH2:30][c:31]1[cH:32][cH:33][c:34]([O:35][CH3:36])[cH:37][cH:38]1)[C:7](=[O:29])[CH:8]([CH2:21][c:22]1[c:23]([Cl:28])[cH:24][cH:25][cH:26][cH:27]1)[N:9]=[C:10]2[c:11]1[cH:12][cH:13][c:14]([NH:17][C:18]([CH3:19])=[O:20])[n:15][cH:16]1>>[Cl:1][c:2]1[cH:3][c:4]2[c:5]([cH:39][cH:40]1)[NH:6][C:7](=[O:29])[CH:8]([CH2:21][c:22]1[c:23]([Cl:28])[cH:24][cH:25][cH:26][cH:27]1)[N:9]=[C:10]2[c:11]1[cH:12][cH:13][c:14]([NH:17][C:18]([CH3:19])=[O:20])[n:15][cH:16]1. Reactants: F[B-](F)(F)F, CCN(C(C)C)C(C)C, Cc1nc(CCc2c(-c3ccc(F)cn3)noc2C)sc1C(=O)O, NC1CCOCC1, CN(C)C=O, CN(C)C(On1nnc2ccccc21)=[N+](C)C. The product is Cc1nc(CCc2c(-c3ccc(F)cn3)noc2C)sc1C(=O)NC1CCOCC1. As a reaction SMILES: [B-:25]([F:26])([F:27])([F:28])[F:29].[CH:47]([N:48]([CH2:49][CH3:50])[CH:51]([CH3:52])[CH3:53])([CH3:54])[CH3:55].[F:1][c:2]1[cH:3][cH:4][c:5](-[c:8]2[n:9][o:10][c:11]([CH3:24])[c:12]2[CH2:13][CH2:14][c:15]2[s:16][c:17]([C:21](=[O:22])[OH:23])[c:18]([CH3:20])[n:19]2)[n:6][cH:7]1.[NH2:56][CH:57]1[CH2:58][CH2:59][O:60][CH2:61][CH2:62]1.[O:63]=[CH:64][N:65]([CH3:66])[CH3:67].[n:30]1([O:31][C:32]([N:33]([CH3:34])[CH3:35])=[N+:36]([CH3:37])[CH3:38])[c:39]2[cH:40][cH:41][cH:42][cH:43][c:44]2[n:45][n:46]1>>[F:1][c:2]1[cH:3][cH:4][c:5](-[c:8]2[n:9][o:10][c:11]([CH3:24])[c:12]2[CH2:13][CH2:14][c:15]2[s:16][c:17]([C:21](=[O:23])[NH:56][CH:57]3[CH2:58][CH2:59][O:60][CH2:61][CH2:62]3)[c:18]([CH3:20])[n:19]2)[n:6][cH:7]1. Starting materials: C(C=C)OC(=O)N1[C@@H](COCC1)C(=O)O ((3S)-4-allyloxycarbonylmorpholine-3-carboxylic acid), CC1(OC(CC(O1)=O)=O)C (2,2-dimethyl-1,3-dioxane-4,6-dione), C1(CCCCC1)N=C=NC1CCCCC1 (dicyclohexylcarbodiimide). Reagents/catalysts: CN(C1=CC=NC=C1)C (4-dimethylaminopyridine). The solvent is ClCCl (dichloromethane). Product: C(C=C)OC(=O)N1[C@@H](COCC1)C(=O)C1C(OC(OC1=O)(C)C)=O (5-[(3S)-4-allyloxycarbonylmorpholin-3-yl]carbonyl-2,2-dimethyl-1,3-dioxane-4,6-dione). Isolated yield 100.8%. Reaction SMILES: [CH2:1]([O:4][C:5]([N:7]1[CH2:12][CH2:11][O:10][CH2:9][C@H:8]1[C:13]([OH:15])=O)=[O:6])[CH:2]=[CH2:3].[CH3:16][C:17]1([CH3:25])[O:22][C:21](=[O:23])[CH2:20][C:19](=[O:24])[O:18]1.C1(N=C=NC2CCCCC2)CCCCC1>ClCCl.CN(C)C1C=CN=CC=1>[CH2:1]([O:4][C:5]([N:7]1[CH2:12][CH2:11][O:10][CH2:9][C@H:8]1[C:13]([CH:20]1[C:21](=[O:23])[O:22][C:17]([CH3:25])([CH3:16])[O:18][C:19]1=[O:24])=[O:15])=[O:6])[CH:2]=[CH2:3]. Reported procedure: To a mixture of (3S)-4-allyloxycarbonylmorpholine-3-carboxylic acid (5.20 g) and 2,2-dimethyl-1,3-dioxane-4,6-dione (3.5 g) in dichloromethane (50 ml) were added dicyclohexylcarbodiimide (5.00 g) and 4-dimethylaminopyridine (2.96 g), in turn, under ice-cooling. The mixture was stirred under ice-cooling for 2 hours and at ambient temperature for 18 hours. Insoluble material was filtered off. The filtrate was washed with 1N hydrochloric acid (50 ml×2) and, next, brine (50 ml), dried over magnesium... The reactants are FC=1C(NC(NC1)=O)=O (5-Fluorouracil), S1C(=CC=C1)CCCN=C=O (3-(2-thienyl)propyl isocyanate). Run at temperature 100 celsius, time 2 hour. Product: S1C(=CC=C1)CCCNC(=O)N1C(=O)NC(=O)C(=C1)F (1-[N-[3-(2-thienyl)propyl]carbamoyl]-5-fluorouracil). RXN SMILES: [F:1][C:2]1[C:3](=[O:9])[NH:4][C:5](=[O:8])[NH:6][CH:7]=1.[S:10]1[CH:14]=[CH:13][CH:12]=[C:11]1[CH2:15][CH2:16][CH2:17][N:18]=[C:19]=[O:20]>>[S:10]1[CH:14]=[CH:13][CH:12]=[C:11]1[CH2:15][CH2:16][CH2:17][NH:18][C:19]([N:6]1[CH:7]=[C:2]([F:1])[C:3](=[O:9])[NH:4][C:5]1=[O:8])=[O:20]. Reported procedure: 5-Fluorouracil (3.30 g.) was added to the solution of 3-(2-thienyl)propyl isocyanate and stirred at 100° C. for 2 hours. The resultant mixture was evaporated to dryness under reduced pressure. The residue was dissolved in ethyl acetate, washed with water, dried over magnesium sulfate, filtered and evaporated under reduced pressure. The residue was recrystallized from ethanol to give colorless plate 1-[N-[3-(2-thienyl)propyl]carbamoyl]-5-fluorouracil (2.3 g.). Reactants: FC(C=1C=C(COCC2(OCCC3=CC=CC=C23)CCN2C(C3=CC=CC=C3C2=O)=O)C=C(C1)C(F)(F)F)(F)F (2-(2-(1-((3,5-bis(trifluoromethyl)benzyloxy)methyl)isochroman-1-yl)ethyl)isoindoline-1,3-dione), NN (hydrazine). Solvent: C(C)OCC (diethyl ether), C(C)O (ethanol). Conditions: temperature 45 celsius, time 3 hour. Product: FC(C=1C=C(COCC2(OCCC3=CC=CC=C23)CCN)C=C(C1)C(F)(F)F)(F)F (2-(1-((3,5-Bis(trifluoromethyl)benzyloxy)methyl)isochroman-1-yl)ethanamine). RXN SMILES: [F:1][C:2]([F:40])([F:39])[C:3]1[CH:4]=[C:5]([CH:32]=[C:33]([C:35]([F:38])([F:37])[F:36])[CH:34]=1)[CH2:6][O:7][CH2:8][C:9]1([CH2:19][CH2:20][N:21]2C(=O)C3C(=CC=CC=3)C2=O)[C:18]2[C:13](=[CH:14][CH:15]=[CH:16][CH:17]=2)[CH2:12][CH2:11][O:10]1.NN>C(O)C.C(OCC)C>[F:37][C:35]([F:36])([F:38])[C:33]1[CH:32]=[C:5]([CH:4]=[C:3]([C:2]([F:40])([F:39])[F:1])[CH:34]=1)[CH2:6][O:7][CH2:8][C:9]1([CH2:19][CH2:20][NH2:21])[C:18]2[C:13](=[CH:14][CH:15]=[CH:16][CH:17]=2)[CH2:12][CH2:11][O:10]1. Reported procedure: To a solution of 2-(2-(1-((3,5-bis(trifluoromethyl)benzyloxy)methyl)isochroman-1-yl)ethyl)isoindoline-1,3-dione (100 mg, 0.177 mmol) in ethanol (1 mL) at room temperature was added hydrazine (0.039 mL, 1.24 mmol). The flask was sealed, heated to 45° C., and held there for 3 h. The reaction was cooled to room temperature, diluted with diethyl ether, and filtered to remove the precipitate which was discarded. The mother liquor was concentrated to give 78 mg (quant.) as a colorless oil. 1H-NMR (CDC...